Dataset: the Open Reaction Database (ORD), a public repository of structured organic reaction records. Task: describe an organic reaction: reactants, conditions, products, and yield The reactants are CC1=C(N)C=CC=C1C (2,3-dimethylaniline), ClCC(=O)Cl (chloroacetyl chloride), C(CCC)N=C=S (n-butylisothiocyanate). The product is C(CCC)\N=C\1/SCC(N1C1=C(C(=CC=C1)C)C)=O (2-[(Z)-n-butylimino]-3-(2,3-dimethylphenyl)-thiazolidin-4-one). Reaction SMILES: [CH3:1][C:2]1[C:8]([CH3:9])=[CH:7][CH:6]=[CH:5][C:3]=1[NH2:4].Cl[CH2:11][C:12](Cl)=[O:13].[CH2:15]([N:19]=[C:20]=[S:21])[CH2:16][CH2:17][CH3:18]>>[CH2:15](/[N:19]=[C:20]1\[S:21][CH2:11][C:12](=[O:13])[N:4]\1[C:3]1[CH:5]=[CH:6][CH:7]=[C:8]([CH3:9])[C:2]=1[CH3:1])[CH2:16][CH2:17][CH3:18]. Reported procedure: 2-[(Z)-n-butylimino]-3-(2,3-dimethylphenyl)-thiazolidin-4-one is prepared following Method B and starting from 2,3-dimethylaniline, chloroacetyl chloride and n-butylisothiocyanate. LC-MS: tR=0.80 min, [M+1]+=277, 1H NMR (CDCl3): δ 7.23-7.16 (m, 2H), 6.99-6.94 (m, 1H), 4.01 (s, 2H), 3.38-3.23 (m, 2H), 2.33 (s, 3H), 2.05 (s, 3H), 1.59-1.49 (m, 2H), 1.38-1.25 (m, 2H), 0.91 (t, J=7.0 Hz, 3H).